Dataset: the Open Reaction Database (ORD), a public repository of structured organic reaction records. Task: describe an organic reaction: reactants, conditions, products, and yield Starting materials: COc1ccc(N2CCOCC2)c2sc(NC(=O)c3ccnc(Br)c3)nc12, O=C([O-])[O-], CC1CNCC(C)O1, [Cs+], [Cs+]. Yields the product COc1ccc(N2CCOCC2)c2sc(NC(=O)c3ccnc(N4CC(C)OC(C)C4)c3)nc12. Reaction SMILES: [Br:1][c:2]1[cH:3][c:4]([C:5](=[O:6])[NH:7][c:8]2[s:9][c:10]3[c:11]([n:12]2)[c:13]([O:23][CH3:24])[cH:14][cH:15][c:16]3[N:17]2[CH2:18][CH2:19][O:20][CH2:21][CH2:22]2)[cH:25][cH:26][n:27]1.[C:28](=[O:29])([O-:30])[O-:31].[CH3:34][CH:35]1[O:36][CH:37]([CH3:41])[CH2:38][NH:39][CH2:40]1.[Cs+:32].[Cs+:33]>>[c:2]1([N:39]2[CH2:38][CH:37]([CH3:41])[O:36][CH:35]([CH3:34])[CH2:40]2)[cH:3][c:4]([C:5](=[O:6])[NH:7][c:8]2[s:9][c:10]3[c:11]([n:12]2)[c:13]([O:23][CH3:24])[cH:14][cH:15][c:16]3[N:17]2[CH2:18][CH2:19][O:20][CH2:21][CH2:22]2)[cH:25][cH:26][n:27]1. Starting materials: C(C=C)C1CC2(CC=3C=CC(=NC13)OC)OCCO2 (8'-Allyl-7',8'-dihydro-2'-methoxyspiro[1,3-dioxolane-2,6'(5'H)quinoline]), [H][H] (hydrogen). Reagents/catalysts: [Pd] (Pd/C). Run in CCO (EtOH). The product is COC1=NC=2C(CC3(CC2C=C1)OCCO3)CCC (7',8'-Dihydro-2'-methoxy-8'-propylspiro[1,3-dioxolane-2,6'(5'H)quinoline]). Yield: 97.8%. As a reaction SMILES: [CH2:1]([CH:4]1[C:13]2[N:12]=[C:11]([O:14][CH3:15])[CH:10]=[CH:9][C:8]=2[CH2:7][C:6]2([O:19][CH2:18][CH2:17][O:16]2)[CH2:5]1)[CH:2]=[CH2:3].[H][H]>CCO.[Pd]>[CH3:15][O:14][C:11]1[CH:10]=[CH:9][C:8]2[CH2:7][C:6]3([O:19][CH2:18][CH2:17][O:16]3)[CH2:5][CH:4]([CH2:1][CH2:2][CH3:3])[C:13]=2[N:12]=1. Reported procedure: A solution of 4a (1.04 g, 4 mmol) in 100 mL of EtOH was hydrogenated at 60 psi hydrogen pressure (Parr shaker) over 200 mg of 5% Pd/C for 5 h. Filtration, concentration, and flash chromatography of the residue (30% ethyl acetate in hexanes) gave 1.03 g (98%) of 4d: IR (neat) 2955, 1599, 1477, 1084, 1031 cm-1 ; 1H NMR δ7.20 (d, 1H, J=8.3 Hz), 6.50 (d, 1H, J=8.3 Hz), 4.01 (m, 4H), 3.89 (s, 3H), 2.98 (m, 2H), 2.78 (dd, 1H, J=16.0, 2.4 Hz), 2.01 (m, 2H), 1.67 (m, 2H), 1.40 (m, 2H), 0.96 (t, 3H, J=7.... The product is C1(CC1)C=1C=C(C(N2C=CC(=C(C12)OC)C=1C=C2CNC(C2=CC1)C)=O)C(=O)O (1-cyclopropyl-9-methoxy-8-(1-methylisoindoline-5-yl)-4-oxo-4H-quinolizine-3-carboxylic acid). Run in C1CCOC1 (THF). Reactants: C(C)O (ethanol), Cl (hydrochloric acid), C1(CC1)C=1C=C(C(N2C=CC(=C(C12)OC)C=1C=C2CN(C(C2=CC1)C)C(C1=CC=CC=C1)(C1=CC=CC=C1)C1=CC=CC=C1)=O)C(=O)OCC (ethyl 1-cyclopropyl-9-methoxy-8-(1-methyl-2-tritylisoindoline-5-yl)-4-oxo-4H-quinolizine-3-carboxylate). Conditions: time 30 minute. Reported procedure: 6.0 ml ethanol, 2.0 ml of THF and 1.0 ml of 1N hydrochloric acid were added to 248.0 mg of ethyl 1-cyclopropyl-9-methoxy-8-(1-methyl-2-tritylisoindoline-5-yl)-4-oxo-4H-quinolizine-3-carboxylate (XIV) and the resulting mixture was stirred at a room temperature for 30 minutes. The solvent was distilled off under reduced pressure and water was added to the resulting residue, which was washed with ethyl acetate, and thereafter, the resulting water layer was concentrated under reduced pressure. 10 ml... Reaction SMILES: C(O)C.Cl.[CH:5]1([C:8]2[CH:9]=[C:10]([C:50]([O:52]CC)=[O:51])[C:11](=[O:49])[N:12]3[C:17]=2[C:16]([O:18][CH3:19])=[C:15]([C:20]2[CH:21]=[C:22]4[C:26](=[CH:27][CH:28]=2)[CH:25]([CH3:29])[N:24](C(C2C=CC=CC=2)(C2C=CC=CC=2)C2C=CC=CC=2)[CH2:23]4)[CH:14]=[CH:13]3)[CH2:7][CH2:6]1>C1COCC1>[CH:5]1([C:8]2[CH:9]=[C:10]([C:50]([OH:52])=[O:51])[C:11](=[O:49])[N:12]3[C:17]=2[C:16]([O:18][CH3:19])=[C:15]([C:20]2[CH:21]=[C:22]4[C:26](=[CH:27][CH:28]=2)[CH:25]([CH3:29])[NH:24][CH2:23]4)[CH:14]=[CH:13]3)[CH2:7][CH2:6]1. The yield is 67.6%. Starting materials: O (Water), N1N=C(C2=CC=CC=C12)N(C(=O)OCC(Cl)(Cl)Cl)C(=O)OCC(Cl)(Cl)Cl (bis(2,2,2-trichloroethyl) 1H-indazol-3-ylimidodicarbonate), C1(=CC=CC=C1)C1=NSC(=N1)N1CCNCC1 (1-(3-phenyl-1,2,4-thiadiazol-5-yl)piperazine), C(C)(C)N(CC)C(C)C (diisopropylethylamine). The solvent is CS(=O)C (dimethyl sulfoxide). Product: N1N=C(C2=CC=CC=C12)NC(=O)N1CCN(CC1)C1=NC(=NS1)C1=CC=CC=C1 (N-1H-Indazol-3-yl-4-(3-phenyl-1,2,4-thiadiazol-5-yl)piperazine-1-carboxamide). Yield: 12.2%. As a reaction SMILES: [NH:1]1[C:9]2[C:4](=[CH:5][CH:6]=[CH:7][CH:8]=2)[C:3]([N:10]([C:19]([O:21]CC(Cl)(Cl)Cl)=O)C(OCC(Cl)(Cl)Cl)=O)=[N:2]1.[C:27]1([C:33]2[N:37]=[C:36]([N:38]3[CH2:43][CH2:42][NH:41][CH2:40][CH2:39]3)[S:35][N:34]=2)[CH:32]=[CH:31][CH:30]=[CH:29][CH:28]=1.C(N(C(C)C)CC)(C)C.O>CS(C)=O>[NH:1]1[C:9]2[C:4](=[CH:5][CH:6]=[CH:7][CH:8]=2)[C:3]([NH:10][C:19]([N:41]2[CH2:42][CH2:43][N:38]([C:36]3[S:35][N:34]=[C:33]([C:27]4[CH:32]=[CH:31][CH:30]=[CH:29][CH:28]=4)[N:37]=3)[CH2:39][CH2:40]2)=[O:21])=[N:2]1. Procedure details: A mixed solution of bis(2,2,2-trichloroethyl) 1H-indazol-3-ylimidodicarbonate (295 mg, 0.61 mmol), 1-(3-phenyl-1,2,4-thiadiazol-5-yl)piperazine (300 mg, 1.22 mmol) and diisopropylethylamine (0.106 ml, 0.610 mmol) in dimethyl sulfoxide (2.5 ml) was stirred at 80° C. for 5 hours. Water was poured to the reaction mixture, and the resulting solution was extracted with ethyl acetate. The extract was washed with water and dried over anhydrous magnesium sulfate, and the solvent was distilled off under ... Starting materials: FC1=CC=C(C=C1)C(CNC1=NC=C(C#N)C=C1)(C)C (6-(2-(4-fluorophenyl)-2-methylpropylamino)nicotinonitrile), C(=O)([O-])[O-].[K+].[K+] (K2CO3), OO (H2O2). The solvent is CCOC(=O)C (EtOAc), CS(=O)C (DMSO). Conditions: time 30 minute. Product: FC1=CC=C(C=C1)C(CNC1=NC=C(C(=O)N)C=C1)(C)C (6-(2-(4-Fluorophenyl)-2-methylpropylamino)nicotinamide). Yield: 67.1%. Reaction SMILES: [F:1][C:2]1[CH:7]=[CH:6][C:5]([C:8]([CH3:20])([CH3:19])[CH2:9][NH:10][C:11]2[CH:18]=[CH:17][C:14]([C:15]#[N:16])=[CH:13][N:12]=2)=[CH:4][CH:3]=1.C([O-])([O-])=[O:22].[K+].[K+].OO>CS(C)=O.CCOC(C)=O>[F:1][C:2]1[CH:7]=[CH:6][C:5]([C:8]([CH3:20])([CH3:19])[CH2:9][NH:10][C:11]2[CH:18]=[CH:17][C:14]([C:15]([NH2:16])=[O:22])=[CH:13][N:12]=2)=[CH:4][CH:3]=1 |f:1.2.3|. Reported procedure: To a cooled (0° C.) suspension of 6-(2-(4-fluorophenyl)-2-methylpropylamino)nicotinonitrile (75 mg, 0.28 mmol, 1.0 equiv) and K2CO3 (50 mg, 0.36 mmol, 1.3 equiv) in DMSO (1 mL) was added aq. H2O2 (250 uL, 30% by wt., 2.6 mmol, 9 equiv) by syringe. The reaction was allowed to warm to RT and stirred for 30 minutes. The resulting mixture was diluted with EtOAc and washed three times with satd. aq. LiCl and once with brine. The resulting solution was dried over sodium sulfate, filtered, and concentr... Reactants: C1CCOC1, CC(C)[N-]C(C)C, [Li+], O=C(O)c1ccccc1F. The product is CC(C)N(c1ccccc1C(=O)O)C(C)C. Reaction SMILES: [CH2:19]1[O:20][CH2:21][CH2:22][CH2:23]1.[CH:11]([CH3:12])([CH3:13])[N-:14][CH:15]([CH3:16])[CH3:17].[Li+:18].[OH:1][C:2](=[O:3])[c:4]1[cH:5][cH:6][cH:7][cH:8][c:9]1[F:10]>>[OH:1][C:2](=[O:3])[c:4]1[cH:5][cH:6][cH:7][cH:8][c:9]1[N:14]([CH:11]([CH3:12])[CH3:13])[CH:15]([CH3:16])[CH3:17]. Conditions: time 8 hour. Run in CO (MeOH). As a reaction SMILES: [Br:1][C:2]1[CH:18]=[CH:17][C:5]([CH2:6][NH:7][C@@H:8]([CH2:13][CH:14]([CH3:16])[CH3:15])[C:9]([O:11]C)=[O:10])=[CH:4][CH:3]=1.[Li+].[OH-].Cl>CO>[Br:1][C:2]1[CH:3]=[CH:4][C:5]([CH2:6][NH:7][C@@H:8]([CH2:13][CH:14]([CH3:15])[CH3:16])[C:9]([OH:11])=[O:10])=[CH:17][CH:18]=1 |f:1.2|. The product is BrC1=CC=C(CN[C@H](C(=O)O)CC(C)C)C=C1 ((2S)-2-[(4-bromobenzyl)amino]-4-methylpentanoic acid). Procedure details: To methyl (2S)-2-[(4-bromobenzyl)amino]-4-methylpentanoate (2.198 g, 7.0 mmol) in MeOH (30 mL) was added an aqueous solution of LiOH (2 M, 17.5 mL, 35 mmol) and the reaction was stirred overnight. The reaction was neutralized with aqueous 10% HCl (pH of 6–7) and the product crystallized out of solution and was filtered and dried in vacuo to afford (2S)-2-[(4-bromobenzyl)amino]-4-methylpentanoic acid. Starting materials: BrC1=CC=C(CN[C@H](C(=O)OC)CC(C)C)C=C1 (methyl (2S)-2-[(4-bromobenzyl)amino]-4-methylpentanoate), [Li+].[OH-] (LiOH), Cl (HCl). Reagents/catalysts: C1=CC=C(C=C1)P([C-]2C=CC=C2)C3=CC=CC=C3.C1=CC=C(C=C1)P([C-]2C=CC=C2)C3=CC=CC=C3.Cl[Pd]Cl.[Fe+2] (Pd(dppf)Cl2). Run at temperature 75 celsius. The solvent is C1(=CC=CC=C1)C (toluene). The product is FC(C1=CC=CC(=N1)SC(C)C1CCN(CC1)C(=O)OC(C)(C)C)(F)F (tert-butyl 4-(1-{[6-(trifluoromethyl)pyridin-2-yl]thio}ethyl)piperidine-1-carboxylate). The reactants are SC(C)C1CCN(CC1)C(=O)OC(C)(C)C (tert-butyl 4-(1-mercaptoethyl)piperidine-1-carboxylate), BrC1=NC(=CC=C1)C(F)(F)F (2-bromo-6-(trifluoromethyl)pyridine), C(=O)([O-])[O-].[Cs+].[Cs+] (Cs2CO3). As a reaction SMILES: [SH:1][CH:2]([CH:4]1[CH2:9][CH2:8][N:7]([C:10]([O:12][C:13]([CH3:16])([CH3:15])[CH3:14])=[O:11])[CH2:6][CH2:5]1)[CH3:3].Br[C:18]1[CH:23]=[CH:22][CH:21]=[C:20]([C:24]([F:27])([F:26])[F:25])[N:19]=1.C([O-])([O-])=O.[Cs+].[Cs+]>C1C=CC(P(C2C=CC=CC=2)[C-]2C=CC=C2)=CC=1.C1C=CC(P(C2C=CC=CC=2)[C-]2C=CC=C2)=CC=1.Cl[Pd]Cl.[Fe+2].C1(C)C=CC=CC=1>[F:25][C:24]([F:27])([F:26])[C:20]1[N:19]=[C:18]([S:1][CH:2]([CH:4]2[CH2:5][CH2:6][N:7]([C:10]([O:12][C:13]([CH3:15])([CH3:14])[CH3:16])=[O:11])[CH2:8][CH2:9]2)[CH3:3])[CH:23]=[CH:22][CH:21]=1 |f:2.3.4,5.6.7.8|. Procedure details: To a 16 ml vial was added tert-butyl 4-(1-mercaptoethyl)piperidine-1-carboxylate (500 mg, 2.04 mmol), 2-bromo-6-(trifluoromethyl)pyridine (460 mg, 2.04 mmol), Pd(dppf)Cl2 (42 mg, 0.051 mmol) and Cs2CO3 (996 mg, 3.06 mmol) and 4 ml toluene. The vial was flushed with nitrogen, sealed and heated at 75° C. for 36 hours. After cooling to room temperature, the reaction mixture was diluted with 30 ml ether, and washed with 30 ml water. The organics were dried over sodium sulfate, filtered and concentra... The yield is 94.2%. Starting materials: NC1=NC(=CC(=N1)N1C[C@H](CCC1)C(=O)O)Cl ((3S)-1-(2-amino-6-chloro-4-pyrimidinyl)-3-piperidinecarboxylic acid), C(#N)C1=C(C=C(C=C1)B(O)O)F ((4-cyano-3-fluorophenyl)boronic acid), C(=O)(O)[O-].[Na+] (NaHCO3). Reagents/catalysts: C=1C=CC(=CC1)[P](C=2C=CC=CC2)(C=3C=CC=CC3)[Pd]([P](C=4C=CC=CC4)(C=5C=CC=CC5)C=6C=CC=CC6)([P](C=7C=CC=CC7)(C=8C=CC=CC8)C=9C=CC=CC9)[P](C=1C=CC=CC1)(C=1C=CC=CC1)C=1C=CC=CC1 (Pd(Ph3P)4). Solvent: O1CCOCC1 (1,4-dioxane), O (water). Run at temperature 140 celsius, time 10 minute. The product is NC1=NC(=CC(=N1)N1C[C@H](CCC1)C(=O)O)C1=CC(=C(C=C1)C#N)F ((3S)-1-[2-Amino-6-(4-cyano-3-fluorophenyl)-4-pyrimidinyl]-3-piperidinecarboxylic acid). Isolated yield 50.0%. Reaction SMILES: [NH2:1][C:2]1[N:7]=[C:6]([N:8]2[CH2:13][CH2:12][CH2:11][C@H:10]([C:14]([OH:16])=[O:15])[CH2:9]2)[CH:5]=[C:4](Cl)[N:3]=1.[C:18]([C:20]1[CH:25]=[CH:24][C:23](B(O)O)=[CH:22][C:21]=1[F:29])#[N:19].C([O-])(O)=O.[Na+]>O1CCOCC1.O.C1C=CC([P]([Pd]([P](C2C=CC=CC=2)(C2C=CC=CC=2)C2C=CC=CC=2)([P](C2C=CC=CC=2)(C2C=CC=CC=2)C2C=CC=CC=2)[P](C2C=CC=CC=2)(C2C=CC=CC=2)C2C=CC=CC=2)(C2C=CC=CC=2)C2C=CC=CC=2)=CC=1>[NH2:1][C:2]1[N:7]=[C:6]([N:8]2[CH2:13][CH2:12][CH2:11][C@H:10]([C:14]([OH:16])=[O:15])[CH2:9]2)[CH:5]=[C:4]([C:23]2[CH:24]=[CH:25][C:20]([C:18]#[N:19])=[C:21]([F:29])[CH:22]=2)[N:3]=1 |f:2.3,^1:45,47,66,85|. Procedure: A mixture of (3S)-1-(2-amino-6-chloro-4-pyrimidinyl)-3-piperidinecarboxylic acid (1.9 g, 7.40 mmol), (4-cyano-3-fluorophenyl)boronic acid (1.465 g, 8.88 mmol) and NaHCO3 (0.622 g, 7.40 mmol) in 1,4-dioxane (10 mL) and water (2.5 mL) was stirred for 10 minutes under nitrogen. Pd(Ph3P)4 (0.171 g, 0.148 mmol) was added, and the microwave tube was heated at 140° C. for 50 minutes in microwave. LCMS showed 50% desired product. The reaction was then heated at 100° C. overnight. The yellow mixture was ...